Dataset: the Open Reaction Database (ORD), a public repository of structured organic reaction records. Task: describe an organic reaction: reactants, conditions, products, and yield Reactants: [Al+3], CCOC(=O)C(C)=Cc1ccc(C)cc1, [Ce+3], [Cl-], [Cl-], [Cl-], [H-], [H-], [H-], [H-], [Li+], C1CCOC1, O. The product is CC(=Cc1ccc(C)cc1)CO. As a reaction SMILES: [Al+3:21].[CH3:1][C:2]([C:3](=[O:4])[O:5][CH2:6][CH3:7])=[CH:8][c:9]1[cH:10][cH:11][c:12]([CH3:15])[cH:13][cH:14]1.[Ce+3:17].[Cl-:16].[Cl-:18].[Cl-:19].[H-:20].[H-:23].[H-:24].[H-:25].[Li+:22].[O:27]1[CH2:28][CH2:29][CH2:30][CH2:31]1.[OH2:26]>>[CH3:1][C:2]([CH2:3][OH:4])=[CH:8][c:9]1[cH:10][cH:11][c:12]([CH3:15])[cH:13][cH:14]1. Starting materials: ice water, N1C=CC2=CC(=CC=C12)CC(C(=O)O)OCCC (rac-3-(1H-indol-5-yl)-2-propoxy-propionic acid), CI (methyl iodide), C(O)([O-])=O.[Na+] (sodium hydrogencarbonate). Run in CN(C=O)C (N,N-dimethylformamide). Conditions: time 7 hour. The product is COC(C(CC=1C=C2C=CNC2=CC1)OCCC)=O (rac-3-(1H-indol-5-yl)-2-propoxy-propionic acid methyl ester). RXN SMILES: [NH:1]1[C:9]2[C:4](=[CH:5][C:6]([CH2:10][CH:11]([O:15][CH2:16][CH2:17][CH3:18])[C:12]([OH:14])=[O:13])=[CH:7][CH:8]=2)[CH:3]=[CH:2]1.[C:19](=O)([O-])O.[Na+].CI>CN(C)C=O>[CH3:19][O:13][C:12](=[O:14])[CH:11]([O:15][CH2:16][CH2:17][CH3:18])[CH2:10][C:6]1[CH:5]=[C:4]2[C:9](=[CH:8][CH:7]=1)[NH:1][CH:2]=[CH:3]2 |f:1.2|. Reported procedure: Crude rac-3-(1H-indol-5-yl)-2-propoxy-propionic acid was dissolved in 5 ml N,N-dimethylformamide, 0.54 g of sodium hydrogencarbonate was added followed by 0.32 nm of methyl iodide. The mixture was stirred at r.t. for 7 hours, then poured into ice water and extracted 3 times with ethyl acetate; after drying over MgSO4 and evaporation, the crude product was purified by chromatograph) (silicagel, eluent: gradient of n-heptane/ethyl acetate) to yield 0.47 g of rac-3-(1H-indol-5-yl)-2-propoxy-propion... Reactants: CC(C)C1SC(NC23CC4CC(CC(C4)C2)C3)=NC1=O, ClC(Cl)(Cl)Cl, O=C1CCC(=O)N1Br. The product is COC1(C(C)C)SC(NC23CC4CC(CC(C4)C2)C3)=NC1=O. Reaction SMILES: [CH3:1][CH:2]([CH3:3])[CH:4]1[C:5](=[O:20])[N:6]=[C:7]([NH:9][C:10]23[CH2:11][CH:12]4[CH2:13][CH:14]([CH2:15][CH:16]([CH2:17]2)[CH2:18]4)[CH2:19]3)[S:8]1.[Cl:29][C:30]([Cl:31])([Cl:32])[Cl:33].[O:21]=[C:22]1[N:23]([Br:24])[C:25](=[O:26])[CH2:27][CH2:28]1>>[CH3:1][CH:2]([CH3:3])[C:4]1([O:21][CH3:22])[C:5](=[O:20])[N:6]=[C:7]([NH:9][C:10]23[CH2:11][CH:12]4[CH2:13][CH:14]([CH2:15][CH:16]([CH2:17]2)[CH2:18]4)[CH2:19]3)[S:8]1. Starting materials: CC1(C2CCC(O)CC2)CC1, CC(C)O, Clc1ncnc2ccccc12, [H-], [Na+], C1CCOC1, O. The product is CC1(C2CCC(Oc3ncnc4ccccc34)CC2)CC1. RXN SMILES: [CH3:3][C:4]1([CH:7]2[CH2:8][CH2:9][CH:10]([OH:13])[CH2:11][CH2:12]2)[CH2:5][CH2:6]1.[CH:25]([OH:26])([CH3:27])[CH3:28].[Cl:14][c:15]1[n:16][cH:17][n:18][c:19]2[cH:20][cH:21][cH:22][cH:23][c:24]12.[H-:1].[Na+:2].[O:29]1[CH2:30][CH2:31][CH2:32][CH2:33]1.[OH2:34]>>[CH3:3][C:4]1([CH:7]2[CH2:8][CH2:9][CH:10]([O:13][c:15]3[n:16][cH:17][n:18][c:19]4[cH:20][cH:21][cH:22][cH:23][c:24]34)[CH2:11][CH2:12]2)[CH2:5][CH2:6]1. The reactants are N[C@@H](CO)CC ((R)-2-amino-1-butanol), CS(=O)(=O)Cl (methanesulfonyl chloride). The product is C(C)[C@H]1NS(CC1)(=O)=O ((R)-3-ethylisothiazolidine 1,1-dioxide). RXN SMILES: [NH2:1][C@H:2]([CH2:5][CH3:6])[CH2:3]O.[CH3:7][S:8](Cl)(=[O:10])=[O:9]>>[CH2:5]([C@@H:2]1[CH2:3][CH2:7][S:8](=[O:10])(=[O:9])[NH:1]1)[CH3:6]. Procedure details: Using (R)-2-amino-1-butanol (1.78 g) and methanesulfonyl chloride (3.2 mL) and by the reaction and treatment in the same manner as in Preparation Example 1, the title compound (1.54 g) was obtained.